This data is from the Open Reaction Database (ORD), a public repository of structured organic reaction records. The task is: describe an organic reaction: reactants, conditions, products, and yield Starting materials: OCC1CCC(c2ccc(Br)cc2)CC1, C1CCNC1, C#Cc1ccc(C)cc1, c1ccc(P(c2ccccc2)(c2ccccc2)[Pd](P(c2ccccc2)(c2ccccc2)c2ccccc2)(P(c2ccccc2)(c2ccccc2)c2ccccc2)P(c2ccccc2)(c2ccccc2)c2ccccc2)cc1. Product: Cc1ccc(C#Cc2ccc(C3CCC(CO)CC3)cc2)cc1. RXN SMILES: [Br:10][c:11]1[cH:12][cH:13][c:14]([CH:17]2[CH2:18][CH2:19][CH:20]([CH2:23][OH:24])[CH2:21][CH2:22]2)[cH:15][cH:16]1.[CH2:102]1[CH2:103][NH:104][CH2:105][CH2:106]1.[c:1]1([CH3:9])[cH:2][cH:3][c:4]([C:7]#[CH:8])[cH:5][cH:6]1.[cH:25]1[cH:26][cH:27][c:28]([P:29]([Pd:30]([P:31]([c:32]2[cH:33][cH:34][cH:35][cH:36][cH:37]2)([c:38]2[cH:39][cH:40][cH:41][cH:42][cH:43]2)[c:44]2[cH:45][cH:46][cH:47][cH:48][cH:49]2)([P:50]([c:51]2[cH:52][cH:53][cH:54][cH:55][cH:56]2)([c:57]2[cH:58][cH:59][cH:60][cH:61][cH:62]2)[c:63]2[cH:64][cH:65][cH:66][cH:67][cH:68]2)[P:69]([c:70]2[cH:71][cH:72][cH:73][cH:74][cH:75]2)([c:76]2[cH:77][cH:78][cH:79][cH:80][cH:81]2)[c:82]2[cH:83][cH:84][cH:85][cH:86][cH:87]2)([c:88]2[cH:89][cH:90][cH:91][cH:92][cH:93]2)[c:94]2[cH:95][cH:96][cH:97][cH:98][cH:99]2)[cH:100][cH:101]1>>[c:1]1([CH3:9])[cH:2][cH:3][c:4]([C:7]#[C:8][c:11]2[cH:12][cH:13][c:14]([CH:17]3[CH2:18][CH2:19][CH:20]([CH2:23][OH:24])[CH2:21][CH2:22]3)[cH:15][cH:16]2)[cH:5][cH:6]1. The reactants are CCCCCCCCNc1ccccc1, CCOC=Nc1ccc(C(=O)OCC)cc1, CCO. Yields the product CCCCCCCCN(C=Nc1ccc(C(=O)OCC)cc1)c1ccccc1. As a reaction SMILES: [CH2:17]([CH2:18][CH2:19][CH2:20][CH2:21][CH2:22][CH2:23][CH3:24])[NH:25][c:26]1[cH:27][cH:28][cH:29][cH:30][cH:31]1.[CH2:1]([CH3:2])[O:3][C:4](=[O:5])[c:6]1[cH:7][cH:8][c:9]([N:12]=[CH:13][O:14][CH2:15][CH3:16])[cH:10][cH:11]1.[CH3:32][CH2:33][OH:34]>>[CH2:1]([CH3:2])[O:3][C:4](=[O:5])[c:6]1[cH:7][cH:8][c:9]([N:12]=[CH:13][N:25]([CH2:17][CH2:18][CH2:19][CH2:20][CH2:21][CH2:22][CH2:23][CH3:24])[c:26]2[cH:27][cH:28][cH:29][cH:30][cH:31]2)[cH:10][cH:11]1. The solvent is CN(C=O)C (N,N-dimethylformamide). Reported procedure: In the same manner as in Reference Example 33 and using tert-butyl (2-fluoro-5-hydroxyphenyl)carbamate (22.4 g, 98.4 mmol), 5-bromo-2-nitropyridine (16.7 g, 82.0 mmol), cesium carbonate (40.1 g, 123 mmol) and N,N-dimethylformamide (140 mL) as starting materials, the title compound (14.2 g, 50%) was obtained as a yellow oil. As a reaction SMILES: [F:1][C:2]1[CH:7]=[CH:6][C:5]([OH:8])=[CH:4][C:3]=1[NH:9][C:10](=[O:16])[O:11][C:12]([CH3:15])([CH3:14])[CH3:13].Br[C:18]1[CH:19]=[CH:20][C:21]([N+:24]([O-:26])=[O:25])=[N:22][CH:23]=1.C(=O)([O-])[O-].[Cs+].[Cs+]>CN(C)C=O>[F:1][C:2]1[CH:7]=[CH:6][C:5]([O:8][C:18]2[CH:23]=[N:22][C:21]([N+:24]([O-:26])=[O:25])=[CH:20][CH:19]=2)=[CH:4][C:3]=1[NH:9][C:10](=[O:16])[O:11][C:12]([CH3:13])([CH3:15])[CH3:14] |f:2.3.4|. Isolated yield 49.6%. The reactants are FC1=C(C=C(C=C1)O)NC(OC(C)(C)C)=O (tert-butyl (2-fluoro-5-hydroxyphenyl)carbamate), BrC=1C=CC(=NC1)[N+](=O)[O-] (5-bromo-2-nitropyridine), C([O-])([O-])=O.[Cs+].[Cs+] (cesium carbonate). Yields the product FC1=C(C=C(C=C1)OC=1C=NC(=CC1)[N+](=O)[O-])NC(OC(C)(C)C)=O (tert-butyl {2-fluoro-5-[(6-nitropyridin-3-yl)oxy]phenyl}carbamate). The reactants are ClC=1C(=CC(=C(C(=O)O)C1)OC)NC (5-chloro-2-methoxy-4-methylaminobenzoic acid), NC1CN(CC1)CC1=CC=CC=C1 (3-amino-1-benzylpyrrolidine). Product: Cl.C(C1=CC=CC=C1)N1CC(CC1)NC(C1=C(C=C(C(=C1)Cl)NC)OC)=O (N-(1-benzyl-3-pyrrolidinyl)-5-chloro-2-methoxy-4-methylaminobenzamide hydrochloride). Reaction SMILES: [Cl:1][C:2]1[C:3]([NH:13][CH3:14])=[CH:4][C:5]([O:11][CH3:12])=[C:6]([CH:10]=1)[C:7]([OH:9])=O.[NH2:15][CH:16]1[CH2:20][CH2:19][N:18]([CH2:21][C:22]2[CH:27]=[CH:26][CH:25]=[CH:24][CH:23]=2)[CH2:17]1>>[ClH:1].[CH2:21]([N:18]1[CH2:19][CH2:20][CH:16]([NH:15][C:7](=[O:9])[C:6]2[CH:10]=[C:2]([Cl:1])[C:3]([NH:13][CH3:14])=[CH:4][C:5]=2[O:11][CH3:12])[CH2:17]1)[C:22]1[CH:23]=[CH:24][CH:25]=[CH:26][CH:27]=1 |f:2.3|. Procedure: By following general method C using 1.7 g. of 5-chloro-2-methoxy-4-methylaminobenzoic acid and 1.4 g. of 3-amino-1-benzylpyrrolidine, 2.1 g. of N-(1-benzyl-3-pyrrolidinyl)-5-chloro-2-methoxy-4-methylaminobenzamide hydrochloride was obtained. Starting materials: OC1=CC(=CC2=C1C=1CN(CCC1C(O2)(C)C)CC(=O)NC(=O)N)C(C(CCCCC)C)C ({[10-hydroxy-5,5-dimethyl-8-(1,2-dimethylheptyl)-1,2,3,4-tetrahydro-5H-[1]benzopyrano[4,3-c]pyridin-2-yl]acetyl}urea), Cl.N1(CCCCC1)CCCC(=O)O (4-piperidinobutyric acid hydrochloride), C1(CCCCC1)N=C=NC1CCCCC1 (dicyclohexylcarbodiimide). Run in C(Cl)Cl (methylene chloride). Run at temperature 6 celsius, time 8 hour. Yields the product Cl.CC1(OC2=C(C(=CC(=C2)C(C(CCCCC)C)C)OC(CCCN2CCCCC2)=O)C=2CN(CCC21)CC(=O)NC(=O)N)C ({[5,5-Dimethyl-8-(1,2-dimethylheptyl)-10-(4-piperidinobutyryloxy)-1,2,3,4-tetrahydro-5H-[1]benzopyrano[4,3-c]pyridin-2-yl]acetyl}urea hydrochloride). As a reaction SMILES: [OH:1][C:2]1[C:7]2[C:8]3[CH2:9][N:10]([CH2:18][C:19]([NH:21][C:22]([NH2:24])=[O:23])=[O:20])[CH2:11][CH2:12][C:13]=3[C:14]([CH3:17])([CH3:16])[O:15][C:6]=2[CH:5]=[C:4]([CH:25]([CH3:33])[CH:26]([CH3:32])[CH2:27][CH2:28][CH2:29][CH2:30][CH3:31])[CH:3]=1.[ClH:34].[N:35]1([CH2:41][CH2:42][CH2:43][C:44](O)=[O:45])[CH2:40][CH2:39][CH2:38][CH2:37][CH2:36]1.C1(N=C=NC2CCCCC2)CCCCC1>C(Cl)Cl>[ClH:34].[CH3:17][C:14]1([CH3:16])[C:13]2[CH2:12][CH2:11][N:10]([CH2:18][C:19]([NH:21][C:22]([NH2:24])=[O:23])=[O:20])[CH2:9][C:8]=2[C:7]2[C:2]([O:1][C:44](=[O:45])[CH2:43][CH2:42][CH2:41][N:35]3[CH2:40][CH2:39][CH2:38][CH2:37][CH2:36]3)=[CH:3][C:4]([CH:25]([CH3:33])[CH:26]([CH3:32])[CH2:27][CH2:28][CH2:29][CH2:30][CH3:31])=[CH:5][C:6]=2[O:15]1 |f:1.2,5.6|. Procedure details: A mixture of 1.14 g. (0.0025 mole) of {[10-hydroxy-5,5-dimethyl-8-(1,2-dimethylheptyl)-1,2,3,4-tetrahydro-5H-[1]benzopyrano[4,3-c]pyridin-2-yl]acetyl}urea, 0.52 g. (0.0025 mole) of 4-piperidinobutyric acid hydrochloride, 0.54 g. (0.0026 mole) of dicyclohexylcarbodiimide, and 170 ml. of dried methylene chloride was stirred at room temperature for 26 hours. The reaction mixture was cooled at approximately 6° C. overnight and was filtered to remove dicyclohexylurea. The filtrate was evaporated in v... Reactants: O=C([O-])O, C1CCOC1, O=C(Cl)OCc1ccccc1, OCC1Cc2ccccc2N1, [Na+], O. Product: O=C(OCc1ccccc1)N1c2ccccc2CC1CO. RXN SMILES: [C:17](=[O:18])([OH:19])[O-:20].[CH2:12]1[O:13][CH2:14][CH2:15][CH2:16]1.[CH2:22]([c:23]1[cH:24][cH:25][cH:26][cH:27][cH:28]1)[O:29][C:30](=[O:31])[Cl:32].[NH:1]1[CH:2]([CH2:10][OH:11])[CH2:3][c:4]2[cH:5][cH:6][cH:7][cH:8][c:9]21.[Na+:21].[OH2:33]>>[N:1]1([C:30]([O:29][CH2:22][c:23]2[cH:24][cH:25][cH:26][cH:27][cH:28]2)=[O:31])[CH:2]([CH2:10][OH:11])[CH2:3][c:4]2[cH:5][cH:6][cH:7][cH:8][c:9]21.